Dataset: the Open Reaction Database (ORD), a public repository of structured organic reaction records. Task: describe an organic reaction: reactants, conditions, products, and yield Reactants: BrC1=CC(=C(C(=O)O)C=C1)F (4-bromo-2-fluoro-benzoic acid), [H-].[Na+] (NaH), 3′-fluoro, CS(=O)(=O)C1=CC=C(C=C1)B(O)O (4-methanesulfonylphenyl boronic acid), C[C@H]1N(CCC1)C[C@H]1NCCC1 (2-(R)-Methyl-1-(2-(S)-pyrrolidinylmethyl)pyrrolidine), IC (iodomethane). Yields the product FC=1C=C(C=CC1C(=O)N1[C@@H](CCC1)CN1[C@@H](CCC1)C)C1=CC=C(C=C1)S(=O)(=O)C ((3-Fluoro-4′-methanesulfonyl-biphenyl-4-yl)-[2-(S)-(2-(R)-methyl-pyrrolidin-1-ylmethyl)-pyrrolidin-1-yl]-methanone). Reaction SMILES: Br[C:2]1[CH:10]=[CH:9][C:5]([C:6]([OH:8])=O)=[C:4]([F:11])[CH:3]=1.[CH3:12][S:13]([C:16]1[CH:21]=[CH:20][C:19](B(O)O)=[CH:18][CH:17]=1)(=[O:15])=[O:14].[CH3:25][C@@H:26]1[CH2:30][CH2:29][CH2:28][N:27]1[CH2:31][C@@H:32]1[CH2:36][CH2:35][CH2:34][NH:33]1.[H-].[Na+].IC>>[F:11][C:4]1[CH:3]=[C:2]([C:19]2[CH:20]=[CH:21][C:16]([S:13]([CH3:12])(=[O:15])=[O:14])=[CH:17][CH:18]=2)[CH:10]=[CH:9][C:5]=1[C:6]([N:33]1[CH2:34][CH2:35][CH2:36][C@H:32]1[CH2:31][N:27]1[CH2:28][CH2:29][CH2:30][C@H:26]1[CH3:25])=[O:8] |f:3.4|. Reported procedure: The title compound is prepared in a manner substantially analogous to Procedure A′, T′ and B′ starting from 4-bromo-2-fluoro-benzoic acid, 4-methanesulfonylphenyl boronic acid and 2-(R)-Methyl-1-(2-(S)-pyrrolidinylmethyl)pyrrolidine. MS (M+H) 445.2. Alternatively, the title compound maybe prepared by methylation of 3′-fluoro-4-[(2-(R)-methyl-1-(2-(S)-pyrrolidinylmethyl)pyrrolidine-1-carbonyl]-biphenyl-4-sulfinic acid using NaH and iodomethane at 0° C.